This data is from the Open Reaction Database (ORD), a public repository of structured organic reaction records. The task is: describe an organic reaction: reactants, conditions, products, and yield Starting materials: C=CCC1=CCC(O)C1, Cc1cc(C(C)(C)C)c(O)c(C(C)(C)C)c1, Cc1ccccc1, CC1(C)C(C=C(Cl)C(F)(F)F)C1C(=O)Cl, c1ccncc1. The product is C=CCC1=CCC(OC(=O)C2C(C=C(Cl)C(F)(F)F)C2(C)C)C1. Reaction SMILES: [CH2:1]([CH:2]=[CH2:3])[C:4]1=[CH:8][CH2:7][CH:6]([OH:9])[CH2:5]1.[CH3:10][c:11]1[cH:12][c:13]([C:14]([CH3:15])([CH3:16])[CH3:17])[c:18]([OH:19])[c:20]([C:21]([CH3:22])([CH3:23])[CH3:24])[cH:25]1.[CH3:47][c:48]1[cH:49][cH:50][cH:51][cH:52][cH:53]1.[Cl:32][C:33](=[CH:34][CH:35]1[C:36]([CH3:41])([CH3:42])[CH:37]1[C:38](=[O:39])[Cl:40])[C:43]([F:44])([F:45])[F:46].[cH:26]1[cH:27][cH:28][n:29][cH:30][cH:31]1>>[CH2:1]([CH:2]=[CH2:3])[C:4]1=[CH:8][CH2:7][CH:6]([O:9][C:38]([CH:37]2[CH:35]([CH:34]=[C:33]([Cl:32])[C:43]([F:44])([F:45])[F:46])[C:36]2([CH3:41])[CH3:42])=[O:39])[CH2:5]1. The reactants are CCONS(=O)(=O)c1ccc(C)cc1, O=[N+]([O-])c1ccc(F)c(Cl)c1, [H-], [Na+], CN(C)C=O, O. Yields the product CCON(c1ccc([N+](=O)[O-])cc1Cl)S(=O)(=O)c1ccc(C)cc1. Reaction SMILES: [CH2:3]([CH3:4])[O:5][NH:6][S:7](=[O:8])(=[O:9])[c:10]1[cH:11][cH:12][c:13]([CH3:16])[cH:14][cH:15]1.[Cl:17][c:18]1[cH:19][c:20]([N+:25](=[O:26])[O-:27])[cH:21][cH:22][c:23]1[F:24].[H-:1].[Na+:2].[O:29]=[CH:30][N:31]([CH3:32])[CH3:33].[OH2:28]>>[CH2:3]([CH3:4])[O:5][N:6]([S:7](=[O:8])(=[O:9])[c:10]1[cH:11][cH:12][c:13]([CH3:16])[cH:14][cH:15]1)[c:23]1[c:18]([Cl:17])[cH:19][c:20]([N+:25](=[O:26])[O-:27])[cH:21][cH:22]1. The reactants are N#Cc1ccc(B(O)O)s1, c1ccc(-c2ccccc2P(C2CCCCC2)C2CCCCC2)cc1, COc1ccc(CN2Cc3c(F)c(NC(CC(C)C)C(N)=O)nc(Cl)c3C2=O)c(OC)c1, C1COCCO1, CN(C)C=O. The product is COc1ccc(CN2Cc3c(F)c(NC(CC(C)C)C(N)=O)nc(-c4ccc(C#N)s4)c3C2=O)c(OC)c1. As a reaction SMILES: [C:33](#[N:34])[c:35]1[cH:36][cH:37][c:38]([B:40]([OH:41])[OH:42])[s:39]1.[CH:43]1([P:44]([CH:45]2[CH2:46][CH2:47][CH2:48][CH2:49][CH2:50]2)[c:51]2[cH:52][cH:53][cH:54][cH:55][c:56]2-[c:57]2[cH:58][cH:59][cH:60][cH:61][cH:62]2)[CH2:63][CH2:64][CH2:65][CH2:66][CH2:67]1.[Cl:1][c:2]1[n:3][c:4]([NH:24][CH:25]([C:26](=[O:27])[NH2:28])[CH2:29][CH:30]([CH3:31])[CH3:32])[c:5]([F:23])[c:6]2[c:7]1[C:8](=[O:22])[N:9]([CH2:11][c:12]1[c:13]([O:20][CH3:21])[cH:14][c:15]([O:18][CH3:19])[cH:16][cH:17]1)[CH2:10]2.[O:68]1[CH2:69][CH2:70][O:71][CH2:72][CH2:73]1.[O:74]=[CH:75][N:76]([CH3:77])[CH3:78]>>[c:2]1(-[c:38]2[cH:37][cH:36][c:35]([C:33]#[N:34])[s:39]2)[n:3][c:4]([NH:24][CH:25]([C:26](=[O:27])[NH2:28])[CH2:29][CH:30]([CH3:31])[CH3:32])[c:5]([F:23])[c:6]2[c:7]1[C:8](=[O:22])[N:9]([CH2:11][c:12]1[c:13]([O:20][CH3:21])[cH:14][c:15]([O:18][CH3:19])[cH:16][cH:17]1)[CH2:10]2. The reactants are Cl (HCl), C(CCC)[Li] (n-Butyllithium), C([O-])([O-])=O.[Na+].[Na+] (Sodium carbonate), Cl (HCl), BrC1=CC=C(C=C1)S(=O)(=O)N[C@@H](COC)C (4-bromo-N-[(1R)-2-methoxy-1-methylethyl]benzenesulfonamide), B(OC(C)C)(OC(C)C)OC(C)C (triisopropyl borate), NC=1C(=NC(=CN1)Br)C(=O)NC=1C=NC=CC1 (3-amino-6-bromo-N-pyridin-3-ylpyrazine-2-carboxamide). The reagents and catalysts are C1=CC=C(C=C1)P([C-]2C=CC=C2)C3=CC=CC=C3.C1=CC=C(C=C1)P([C-]2C=CC=C2)C3=CC=CC=C3.Cl[Pd]Cl.[Fe+2] (Pd(dppf)Cl2). Solvent: C(C)OCC (diethyl ether), O1CCCC1 (Tetrahydrofuran), C(Cl)Cl (methylene chloride), O1CCCC1 (tetrahydrofuran). Reaction conditions: temperature -78 celsius, time 2 hour. Yields the product Cl.NC=1C(=NC(=CN1)C1=CC=C(C=C1)S(=O)(=O)N[C@@H](COC)C)C(=O)NC=1C=NC=CC1 (3-Amino-6-[4-({[(1R)-2-methoxy-1-methylethyl]amino}sulfonyl)phenyl]-N-pyridin-3-ylpyrazine-2-carboxamide Hydrochloride). Isolated yield 35.0%. Reaction SMILES: C([Li])CCC.Br[C:7]1[CH:12]=[CH:11][C:10]([S:13]([NH:16][C@H:17]([CH3:21])[CH2:18][O:19][CH3:20])(=[O:15])=[O:14])=[CH:9][CH:8]=1.B(OC(C)C)(OC(C)C)OC(C)C.[ClH:35].C(=O)([O-])[O-].[Na+].[Na+].[NH2:42][C:43]1[C:44]([C:50]([NH:52][C:53]2[CH:54]=[N:55][CH:56]=[CH:57][CH:58]=2)=[O:51])=[N:45][C:46](Br)=[CH:47][N:48]=1>O1CCCC1.C(Cl)Cl.C(OCC)C.C1C=CC(P(C2C=CC=CC=2)[C-]2C=CC=C2)=CC=1.C1C=CC(P(C2C=CC=CC=2)[C-]2C=CC=C2)=CC=1.Cl[Pd]Cl.[Fe+2]>[ClH:35].[NH2:42][C:43]1[C:44]([C:50]([NH:52][C:53]2[CH:54]=[N:55][CH:56]=[CH:57][CH:58]=2)=[O:51])=[N:45][C:46]([C:7]2[CH:12]=[CH:11][C:10]([S:13]([NH:16][C@H:17]([CH3:21])[CH2:18][O:19][CH3:20])(=[O:15])=[O:14])=[CH:9][CH:8]=2)=[CH:47][N:48]=1 |f:4.5.6,11.12.13.14,15.16|. Reported procedure: n-Butyllithium (1.3 mL, 2.1 mmol) was added dropwise over 30 min to a cooled (−78° C.) solution of 4-bromo-N-[(1R)-2-methoxy-1-methylethyl]benzenesulfonamide (0.125 g, 0.406 mmol) and triisopropyl borate (0.28 mL, 1.2 mmol) in anhydrous tetrahydrofuran (10 mL) under nitrogen atmosphere. The reaction mixture was stirred for 2 h at −78° C. HCl (aq, 3 M, 0.81 mL) was added to the reaction mixture and the mixture was allowed to warm to room temperature. Sodium carbonate (0.516 g, 4.9 mmol) was added... Starting materials: CC(=O)[O-], Cn1c2c(c3ccccc31)CCC2=O, CCO, Cl, NO, [Na+], O. Product: Cn1c2c(c3ccccc31)CCC2=NO. As a reaction SMILES: [CH3:19][C:20](=[O:21])[O-:22].[CH3:1][n:2]1[c:3]2[c:4]([c:5]3[cH:6][cH:7][cH:8][cH:9][c:10]13)[CH2:11][CH2:12][C:13]2=[O:14].[CH3:23][CH2:24][OH:25].[ClH:15].[NH2:16][OH:17].[Na+:18].[OH2:26]>>[CH3:1][n:2]1[c:3]2[c:4]([c:5]3[cH:6][cH:7][cH:8][cH:9][c:10]13)[CH2:11][CH2:12][C:13]2=[N:16][OH:17]. As a reaction SMILES: [CH:1]1([CH2:6][N:7]([CH2:26][CH:27]=[CH2:28])[CH:8]([CH3:25])[CH2:9][CH2:10][CH2:11][C:12]([C:14]2[CH:19]=[CH:18][C:17]([N:20]3[CH:24]=[CH:23][N:22]=[CH:21]3)=[CH:16][CH:15]=2)=O)[CH2:5][CH2:4][CH2:3][CH2:2]1.[OH-].[K+].NN>C(O)COCCO>[CH:1]1([CH2:6][N:7]([CH2:26][CH:27]=[CH2:28])[CH:8]([CH3:25])[CH2:9][CH2:10][CH2:11][CH2:12][C:14]2[CH:15]=[CH:16][C:17]([N:20]3[CH:24]=[CH:23][N:22]=[CH:21]3)=[CH:18][CH:19]=2)[CH2:2][CH2:3][CH2:4][CH2:5]1 |f:1.2|. Reported procedure: In a manner similar to Example 28, react 5-[(cyclopentylmethyl)(2-propenyl)amino]-1-[4-(1H-imidazol-1-yl)-phenyl]hexan-1-one with potassium hydroxide and hydrazine in diethylene glycol to obtain the title compound. Yields the product C1(CCCC1)CN(C(CCCCC1=CC=C(C=C1)N1C=NC=C1)C)CC=C (N-(Cyclopentylmethyl)-4-(1H-imidazol-1-yl)-α-methyl-N-(2-propenyl)benzenepentanamine). Solvent: C(COCCO)O (diethylene glycol). Reactants: C1(CCCC1)CN(C(CCCC(=O)C1=CC=C(C=C1)N1C=NC=C1)C)CC=C (5-[(cyclopentylmethyl)(2-propenyl)amino]-1-[4-(1H-imidazol-1-yl)-phenyl]hexan-1-one), [OH-].[K+] (potassium hydroxide), NN (hydrazine). Reaction SMILES: [Cl:1][C:2]1[CH:3]=[C:4]([CH:8]2[C:13]([C:14]([OH:16])=O)=[C:12]([CH3:17])[NH:11][C:10](=[O:18])[NH:9]2)[CH:5]=[CH:6][CH:7]=1.[C:19]1([CH:25]([C:29]2[CH:34]=[CH:33][CH:32]=[CH:31][CH:30]=2)[CH2:26][CH2:27][NH2:28])[CH:24]=[CH:23][CH:22]=[CH:21][CH:20]=1.Cl.C(N=C=NCCCN(C)C)C>CN(C=O)C>[C:29]1([CH:25]([C:19]2[CH:20]=[CH:21][CH:22]=[CH:23][CH:24]=2)[CH2:26][CH2:27][NH:28][C:14]([C:13]2[CH:8]([C:4]3[CH:5]=[CH:6][CH:7]=[C:2]([Cl:1])[CH:3]=3)[NH:9][C:10](=[O:18])[NH:11][C:12]=2[CH3:17])=[O:16])[CH:30]=[CH:31][CH:32]=[CH:33][CH:34]=1 |f:2.3|. The product is C1(=CC=CC=C1)C(CCNC(=O)C=1C(NC(NC1C)=O)C1=CC(=CC=C1)Cl)C1=CC=CC=C1 (4-(3-chlorophenyl)-6-methyl-2-oxo-1,2,3,4-tetrahydropyrimidine-5-carboxylic acid (3,3-diphenylpropyl)amide). Procedure details: 150 mg (0.562 mmol) of 4-(3-chlorophenyl)-6-methyl-2-oxo-1,2,3,4-tetrahydropyrimidine-5-carboxylic acid and 178 mg (0.843 mmol) of 3,3-diphenylpropylamine were dissolved in 10 ml of DMF. 162 mg (0.843 mmol) of 1-ethyl-3-(3-dimethylaminopropyl)carbodiimide hydrochloride (hereinafter referred to as WSC hydrochloride) was added to the obtained solution under cooling with ice, and they were stirred at room temperature overnight. After the concentration under reduced pressure, the reaction mixture wa... Run in CN(C)C=O (DMF). Conditions: time 8 hour. Reactants: CCN=C=NCCCN(C)C.Cl (WSC hydrochloride), ClC=1C=C(C=CC1)C1NC(NC(=C1C(=O)O)C)=O (4-(3-chlorophenyl)-6-methyl-2-oxo-1,2,3,4-tetrahydropyrimidine-5-carboxylic acid), C1(=CC=CC=C1)C(CCN)C1=CC=CC=C1 (3,3-diphenylpropylamine), Cl.C(C)N=C=NCCCN(C)C (1-ethyl-3-(3-dimethylaminopropyl)carbodiimide hydrochloride).